This data is from the Open Reaction Database (ORD), a public repository of structured organic reaction records. The task is: describe an organic reaction: reactants, conditions, products, and yield Starting materials: FC=1C=CC(=NC1)O (5-Fluoro-2-hydroxypyridine), [N+](=O)(O)[O-] (nitric acid), NC=1C=CC(=NC1)F (5-amino-2-fluoropyridine), Br (hydrobromic acid), FC1=NC=C(C=C1)OC (2-fluoro-5-methoxypyridine), Cl (hydrochloric acid), ice water, Heterocyclic. The solvent is S(O)(O)(=O)=O (sulfuric acid). Product: FC=1C=CC(=NC1)O (5-Fluoro-2-hydroxypyridine), FC=1C=C(C(=NC1)O)[N+](=O)[O-] (5-Fluoro-2-hydroxy-3-nitropyridine). Yield: 53.0%. Reaction SMILES: NC1C=CC(F)=NC=1.Br.FC1C=CC(OC)=CN=1.Cl.[F:20][C:21]1[CH:22]=[CH:23][C:24]([OH:27])=[N:25][CH:26]=1.[N+:28]([O-])([OH:30])=[O:29]>S(=O)(=O)(O)O>[F:20][C:21]1[CH:22]=[CH:23][C:24]([OH:27])=[N:25][CH:26]=1.[F:20][C:21]1[CH:22]=[C:23]([N+:28]([O-:30])=[O:29])[C:24]([OH:27])=[N:25][CH:26]=1. Procedure details: 5-Fluoro-2-hydroxypyridine (5-fluoro-2-pyridone) was prepared from commerially available 5-amino-2-fluoropyridine as described by Nesnow and Heidelberger (J. Heterocyclic Chem., 10, 779 (1973)) except that refluxing 48% hydrobromic acid was used to carry out the final hydrolysis of 2-fluoro-5-methoxypyridine rather than the literature conditions (25% hydrochloric acid in a sealed glass tube at 145° C.). 5-Fluoro-2-hydroxypyridine (11.16 g, 98.7 mmol) was added in portions to concentrated sulfuri... Reactants: CSC=1C2=C(N=CN1)SC(=C2)C=NC (N-[4-(methylthio)thieno[2,3-d]pyrimidin-6-ylmethylidene]methanamine), CC1=CC=C(C=C1)S(=O)(=O)C([N+]#[C-])C1=CC=C(C=C1)I ((4-Iodophenyl)(isocyano)methyl 4-methylphenyl sulfone), CC1=CC=C(C=C1)S(=O)(=O)C([N+]#[C-])C1=CC=C(C=C1)I ((4-Iodophenyl)(isocyano)methyl 4-methylphenyl sulfone), CSC=1C2=C(N=CN1)SC(=C2)C=NC (N-[4-(methylthio)thieno[2,3-d]pyrimidin-6-ylmethylidene]methanamine), COC=1C=C(CN=CC2=CC3=C(N=CN=C3)S2)C=CC1OC (N-(3,4Dimethoxybenzyl)-N-[thieno[2,3-d]pyrimidin-6-ylmethylidene]amine), Solid. Yields the product IC1=CC=C(C=C1)C=1N=CN(C1C1=CC2=C(N=CN=C2SC)S1)C (6-[4-(4-Iodophenyl)-1-methyl-1H-imidazol-5-yl]-4-(methylthio)thieno[2,3-d]pyrimidine). Reaction SMILES: [CH3:1][S:2][C:3]1[C:4]2[CH:11]=[C:10]([CH:12]=[N:13][CH3:14])[S:9][C:5]=2[N:6]=[CH:7][N:8]=1.COC1C=C(C=CC=1OC)CN=CC1SC2N=CN=CC=2C=1.CC1C=CC(S([CH:47]([C:50]2[CH:55]=[CH:54][C:53]([I:56])=[CH:52][CH:51]=2)[N+:48]#[C-:49])(=O)=O)=CC=1>>[I:56][C:53]1[CH:52]=[CH:51][C:50]([C:47]2[N:48]=[CH:49][N:13]([CH3:14])[C:12]=2[C:10]2[S:9][C:5]3[N:6]=[CH:7][N:8]=[C:3]([S:2][CH3:1])[C:4]=3[CH:11]=2)=[CH:55][CH:54]=1. Procedure: The title compound was prepared by a similar process to that described for Example 6 but using N-[4-(methylthio)thieno[2,3-d]pyrimidin-6-ylmethylidene]methanamine (Intermediate 16) in place of N-(3,4-Dimethoxybenzyl)-N-[thieno[2,3-d]pyrimidin-6-ylmethylidene]amine (intermediate 14) and using (4-Iodophenyl)(isocyano)methyl 4-methylphenyl sulfone (Intermediate 61) in place of PhTosMIC. Solid (0.8 g, 37%); Reactants: ClC=1C=C(C(=O)OO)C=CC1 (m-chloroperoxybenzoic acid), peroxides, CC(C)(C(=C)C)O (2,3-dimethyl-3-buten-2-ol), S(=O)([O-])[O-].[Na+].[Na+] (sodium sulfite), O (water), peroxides. Run in C(Cl)(Cl)Cl (chloroform), C(Cl)(Cl)Cl (chloroform). Reaction conditions: time 18 hour. Product: C(C1=CC=CC=C1)(=O)O (benzoic acid). Reaction SMILES: CC(O)(C(C)=C)C.Cl[C:9]1[CH:10]=[C:11]([CH:16]=[CH:17][CH:18]=1)[C:12]([O:14]O)=[O:13].S([O-])([O-])=O.[Na+].[Na+].O>C(Cl)(Cl)Cl>[C:12]([OH:14])(=[O:13])[C:11]1[CH:16]=[CH:17][CH:18]=[CH:9][CH:10]=1 |f:2.3.4|. Procedure: A solution of 46.7 g of 2,3-dimethyl-3-buten-2-ol in 602 ml of chloroform was cooled to 0°-5° in a dry ice-acetone bath. To this was added dropwise, during 4 hours, a solution of 96.5 g of m-chloroperoxybenzoic acid (113.5 g of 85%) in 966 ml of chloroform. The reaction mixture temperature was maintained at 0°-5° throughout the addition. Upon complete addition, the reaction mixture was allowed to warm to ambient temperature where it was stirred for 18 hours. To the reaction mixture was slowly ad... The reactants are O=C(/C=C/C1=CN(C2=CC(=CC=C12)\C=C\C(=O)N1CCCC1)CC1=C(C=C(C(=O)O)C=C1)OC)N1CCCC1 (E,E-4-[3,6-di-(3oxo-3-pyrrolidino-1-propenyl)indol-1-ylmethyl]- 3-methoxybenzoic acid), ClC1=C(C=CC=C1)S(=O)(=O)N (2-chlorobenzenesulfonamide). Product: ClC1=C(C=CC=C1)S(=O)(=O)NC(C1=CC(=C(C=C1)CN1C=C(C2=CC=C(C=C12)\C=C\C(=O)N1CCCC1)\C=C\C(N1CCCC1)=O)OC)=O (E,E-N-(2-Chlorophenylsulfonyl)-4-[3,6-di(3-oxo-3-pyrrolidino-1-propenyl)indol-1-ylmethyl]-3-methoxybenzamide). As a reaction SMILES: [O:1]=[C:2]([N:35]1[CH2:39][CH2:38][CH2:37][CH2:36]1)/[CH:3]=[CH:4]/[C:5]1[C:13]2[C:8](=[CH:9][C:10](/[CH:14]=[CH:15]/[C:16]([N:18]3[CH2:22][CH2:21][CH2:20][CH2:19]3)=[O:17])=[CH:11][CH:12]=2)[N:7]([CH2:23][C:24]2[CH:32]=[CH:31][C:27]([C:28]([OH:30])=O)=[CH:26][C:25]=2[O:33][CH3:34])[CH:6]=1.[Cl:40][C:41]1[CH:46]=[CH:45][CH:44]=[CH:43][C:42]=1[S:47]([NH2:50])(=[O:49])=[O:48]>>[Cl:40][C:41]1[CH:46]=[CH:45][CH:44]=[CH:43][C:42]=1[S:47]([NH:50][C:28](=[O:30])[C:27]1[CH:31]=[CH:32][C:24]([CH2:23][N:7]2[C:8]3[C:13](=[CH:12][CH:11]=[C:10](/[CH:14]=[CH:15]/[C:16]([N:18]4[CH2:19][CH2:20][CH2:21][CH2:22]4)=[O:17])[CH:9]=3)[C:5](/[CH:4]=[CH:3]/[C:2](=[O:1])[N:35]3[CH2:39][CH2:38][CH2:37][CH2:36]3)=[CH:6]2)=[C:25]([O:33][CH3:34])[CH:26]=1)(=[O:49])=[O:48]. Reported procedure: Using a similar procedure to that described in Example 32, except starting from E,E-4-[3,6-di-(3oxo-3-pyrrolidino-1-propenyl)indol-1-ylmethyl]- 3-methoxybenzoic acid, and using 2-chlorobenzenesulfonamide, title compound was obtained (87%) as powder, mp 291°-293°. The reactants are CCOC(=O)C(C)Br, CCCCCCC, CCOC(C)=O, Cl, [H-], [Na+], CN(C)C=O, C1CCOC1, O, O=C1NCN(c2ccccc2)C12CCN(Cc1cccc3ccccc13)CC2. Product: Cl, CCOC(=O)C(C)N1CN(c2ccccc2)C2(CCN(Cc3cccc4ccccc34)CC2)C1=O. As a reaction SMILES: [Br:31][CH:32]([C:33](=[O:34])[O:35][CH2:36][CH3:37])[CH3:38].[CH3:40][CH2:41][CH2:42][CH2:43][CH2:44][CH2:45][CH3:46].[CH3:57][CH2:58][O:59][C:60](=[O:61])[CH3:62].[ClH:39].[H-:1].[Na+:2].[O:47]=[CH:48][N:49]([CH3:50])[CH3:51].[O:52]1[CH2:53][CH2:54][CH2:55][CH2:56]1.[OH2:63].[c:3]1([CH2:13][N:14]2[CH2:15][CH2:16][C:17]3([C:18](=[O:28])[NH:19][CH2:20][N:21]3[c:22]3[cH:23][cH:24][cH:25][cH:26][cH:27]3)[CH2:29][CH2:30]2)[cH:4][cH:5][cH:6][c:7]2[cH:8][cH:9][cH:10][cH:11][c:12]12>>[ClH:39].[c:3]1([CH2:13][N:14]2[CH2:15][CH2:16][C:17]3([C:18](=[O:28])[N:19]([CH:32]([C:33](=[O:34])[O:35][CH2:36][CH3:37])[CH3:38])[CH2:20][N:21]3[c:22]3[cH:23][cH:24][cH:25][cH:26][cH:27]3)[CH2:29][CH2:30]2)[cH:4][cH:5][cH:6][c:7]2[cH:8][cH:9][cH:10][cH:11][c:12]12. Reactants: C(=O)(O)[O-].[Na+] (NaHCO3), NC1=C(C=C(C=C1)CC(=O)NC)I (4-Amino-3-iodo-N-methyl-benzeneacetamide), C[Si](C)(C)C#C[Si](C)(C)C (bis(trimethylsilyl) acetylene), tetrakistriphenylphosphine Pd(O). Run in CC#N (CH3CN). Product: CNC(CC=1C=C2C=C(NC2=CC1)[Si](C)(C)C)=O (N-Methyl-2-(trimethylsilyl)-1H-indole-5-acetamide). The yield is 38.7%. Reaction SMILES: [NH2:1][C:2]1[CH:7]=[CH:6][C:5]([CH2:8][C:9]([NH:11][CH3:12])=[O:10])=[CH:4][C:3]=1I.[CH3:14][Si:15]([C:18]#[C:19][Si](C)(C)C)([CH3:17])[CH3:16].C([O-])(O)=O.[Na+]>CC#N>[CH3:12][NH:11][C:9](=[O:10])[CH2:8][C:5]1[CH:4]=[C:3]2[C:2](=[CH:7][CH:6]=1)[NH:1][C:18]([Si:15]([CH3:17])([CH3:16])[CH3:14])=[CH:19]2 |f:2.3|. Reported procedure: 4-Amino-3-iodo-N-methyl-benzeneacetamide (7) (7.26 g, 0.025 mol), bis(trimethylsilyl) acetylene (8.52 g, 0.05 mol) and tetrakistriphenylphosphine Pd(O) (2.89 g, 0.0025 mol) were dissolved in CH3CN (400 mL) followed by the addition of saturated aqueous NaHCO3 (30 mL). The mixture was heated at reflux for 24 h. The solvent was removed in vacuo and the residue was dissolved in EtOAc. The organic phase was extracted with brine, dried over MgSO4, filtered and concentrated in vacuo. Silica gel chromat... Reactants: O=Cc1cncc(Br)c1, N#CCc1c[nH]c2ccccc12, CC[O-], CCO, [Na+]. Yields the product N#CC(=Cc1cncc(Br)c1)c1c[nH]c2ccccc12. As a reaction SMILES: [Br:17][c:18]1[cH:19][n:20][cH:21][c:22]([CH:24]=[O:25])[cH:23]1.[C:1](#[N:2])[CH2:3][c:4]1[cH:5][nH:6][c:7]2[cH:8][cH:9][cH:10][cH:11][c:12]12.[CH3:14][CH2:15][O-:16].[CH3:26][CH2:27][OH:28].[Na+:13]>>[C:1](#[N:2])[C:3]([c:4]1[cH:5][nH:6][c:7]2[cH:8][cH:9][cH:10][cH:11][c:12]12)=[CH:24][c:22]1[cH:21][n:20][cH:19][c:18]([Br:17])[cH:23]1. The reactants are NC1=CC=C(C(=O)OC)C=C1 (methyl 4-aminobenzoate), CCN(C(C)C)C(C)C (iPr2NEt), ClC1=NC(=NC(=N1)Cl)Cl (2,4,6-trichloro-1,3,5-triazine), FC(CO)(F)F (2,2,2-trifluoroethanol), N1=C(C=C(C=C1C)C)C (2,4,6-collidine), Cl.NCC1=CC=C(C(=O)OC)C=C1 (methyl 4-(aminomethyl)benzoate hydrochloride). Solvent: CN1CCCC1=O (NMP), O (water), CC(=O)C (acetone), CC(=O)C (acetone). Conditions: time 16 hour. Product: COC(=O)C1=CC=C(CNC2=NC(=NC(=N2)OCC(F)(F)F)NC2=CC=C(C(=O)OC)C=C2)C=C1 (methyl 4-(4-(4-(methoxycarbonyl)benzylamino)-6-(2,2,2-trifluoroethoxy)-1,3,5-triazin-2-ylamino)benzoate). The yield is 62.6%. RXN SMILES: Cl[C:2]1[N:7]=[C:6](Cl)[N:5]=[C:4](Cl)[N:3]=1.[F:10][C:11]([F:15])([F:14])[CH2:12][OH:13].N1C(C)=CC(C)=CC=1C.[NH2:25][C:26]1[CH:35]=[CH:34][C:29]([C:30]([O:32][CH3:33])=[O:31])=[CH:28][CH:27]=1.CCN(C(C)C)C(C)C.Cl.[NH2:46][CH2:47][C:48]1[CH:57]=[CH:56][C:51]([C:52]([O:54][CH3:55])=[O:53])=[CH:50][CH:49]=1>CC(C)=O.CN1C(=O)CCC1.O>[CH3:55][O:54][C:52]([C:51]1[CH:56]=[CH:57][C:48]([CH2:47][NH:46][C:2]2[N:7]=[C:6]([O:13][CH2:12][C:11]([F:15])([F:14])[F:10])[N:5]=[C:4]([NH:25][C:26]3[CH:27]=[CH:28][C:29]([C:30]([O:32][CH3:33])=[O:31])=[CH:34][CH:35]=3)[N:3]=2)=[CH:49][CH:50]=1)=[O:53] |f:5.6|. Reported procedure: To a solution of 2,4,6-trichloro-1,3,5-triazine (3 g) in acetone (70 mL) was added 2,2,2-trifluoroethanol (1.79 g) and 2,4,6-collidine (2.365 mL) in acetone (70.0 mL) dropwise over 1 hour. The resulting mixture was stirred at room temperature for 16 hours. All solvents were removed under vacuum to give a residue which was diluted with NMP (25 mL) and combined with methyl 4-aminobenzoate (2.71 g) and iPr2NEt (8.52 mL). After stirring at room temperature for 6 hours, methyl 4-(aminomethyl)benzoate... Reactants: [S-]C#N.[K+] (potassium thiocyanate), C(C)(=O)Cl (Acetyl chloride), FC(C=1C=C(NCC#C)C=CC1)(F)F (3-trifluoromethyl-N-propargyl-aniline). Run in C(C)#N (acetonitrile). Run at temperature 0 celsius, time 6 hour. Product: FC(C=1C=C(C=CC1)N(C(=S)NC(C)=O)CC#C)(F)F (N-[3-(trifluoromethyl)phenyl]-N-propargyl-N'-acetylthiourea). Reaction SMILES: [C:1](Cl)(=[O:3])[CH3:2].[S-:5][C:6]#[N:7].[K+].[F:9][C:10]([F:22])([F:21])[C:11]1[CH:12]=[C:13]([CH:18]=[CH:19][CH:20]=1)[NH:14][CH2:15][C:16]#[CH:17]>C(#N)C>[F:9][C:10]([F:21])([F:22])[C:11]1[CH:12]=[C:13]([N:14]([CH2:15][C:16]#[CH:17])[C:6]([NH:7][C:1](=[O:3])[CH3:2])=[S:5])[CH:18]=[CH:19][CH:20]=1 |f:1.2|. Procedure: Acetyl chloride (2.75 g) was mixed with acetonitrile (70 ml), and the mixture was cooled to 0° C. Then, potassium thiocyanate (3.75 g) was added thereto, and the mixture was stirred at room temperature for 6 hours. After cooling to 0° C. again, 3-trifluoromethyl-N-propargyl-aniline (7 g) was added thereto, and the mixture was stirred at room temperature for 3 hours. After the solvent was distilled off under reduced pressure, the residue was extracted with ethyl acetate (300 ml), and the extract ... Reactants: Cl.ClC1=CC=C(C=C1)N1CCNCC1 (1-(4-chlorophenyl)piperazine hydrochloride), C1(=C(C=CC=C1)CN1CCN(CC1)C1=CC=CC=C1)C1=CC=CC=C1 (1-(biphenyl-2-ylmethyl)-4-phenylpiperazine), C=1(C(=CC=CC1)C=O)C1=CC=CC=C1 (biphenyl-2-carbaldehyde), [BH-](OC(=O)C)(OC(=O)C)OC(=O)C.[Na+] (NaBH(OAc)3). Yields the product C1(=C(C=CC=C1)CN1CCN(CC1)C1=CC=C(C=C1)Cl)C1=CC=CC=C1 (1-(biphenyl-2-ylmethyl)-4-(4-chlorophenyl)piperazine). As a reaction SMILES: Cl.[Cl:2][C:3]1[CH:8]=[CH:7][C:6]([N:9]2[CH2:14][CH2:13][NH:12][CH2:11][CH2:10]2)=[CH:5][CH:4]=1.[C:15]1([C:23]2[CH:28]=[CH:27][CH:26]=[CH:25][CH:24]=2)[C:16]([CH:21]=O)=[CH:17][CH:18]=[CH:19][CH:20]=1.[BH-](OC(C)=O)(OC(C)=O)OC(C)=O.[Na+].C1(C2C=CC=CC=2)C=CC=CC=1CN1CCN(C2C=CC=CC=2)CC1>>[C:15]1([C:23]2[CH:24]=[CH:25][CH:26]=[CH:27][CH:28]=2)[CH:20]=[CH:19][CH:18]=[CH:17][C:16]=1[CH2:21][N:12]1[CH2:13][CH2:14][N:9]([C:6]2[CH:5]=[CH:4][C:3]([Cl:2])=[CH:8][CH:7]=2)[CH2:10][CH2:11]1 |f:0.1,3.4|. Reported procedure: 20 mg of the target compound (0.06 mmol, 7.3%) was obtained using 1-(4-chlorophenyl)piperazine hydrochloride (382 mg, 1.64 mmol), biphenyl-2-carbaldehyde (150 mg, 0.82 mmol) and NaBH(OAc)3 (529 mg, 2.46 mmol) according to the synthesis method of Compound 1.